From a dataset of the Open Reaction Database (ORD), a public repository of structured organic reaction records. describe an organic reaction: reactants, conditions, products, and yield As a reaction SMILES: [CH2:1]([c:2]1[cH:3][cH:4][cH:5][cH:6][cH:7]1)[O:8][N:9]1[C:10](=[O:34])[CH:11]([NH:16][S:17](=[O:18])(=[O:19])[c:20]2[cH:21][cH:22][c:23]([O:26][c:27]3[cH:28][cH:29][c:30]([Cl:33])[cH:31][cH:32]3)[cH:24][cH:25]2)[CH2:12][CH:13]=[CH:14][CH2:15]1.[CH3:35][S:36]([OH:37])(=[O:38])=[O:39].[OH2:40]>>[OH:8][N:9]1[C:10](=[O:34])[CH:11]([NH:16][S:17](=[O:18])(=[O:19])[c:20]2[cH:21][cH:22][c:23]([O:26][c:27]3[cH:28][cH:29][c:30]([Cl:33])[cH:31][cH:32]3)[cH:24][cH:25]2)[CH2:12][CH:13]=[CH:14][CH2:15]1. Reactants: O=C1C(NS(=O)(=O)c2ccc(Oc3ccc(Cl)cc3)cc2)CC=CCN1OCc1ccccc1, CS(=O)(=O)O, O. Yields the product O=C1C(NS(=O)(=O)c2ccc(Oc3ccc(Cl)cc3)cc2)CC=CCN1O. The reactants are C(C)(=O)NC=1SC(=CC1C#N)Br (2-Acetylamino-5-bromo-3-cyanothiophene), C(#N)C1=CC=C(C=C1)B(O)O (4-cyanophenylboronic acid), C([O-])([O-])=O.[K+].[K+] (potassium carbonate), C(OC)COC (dimethoxyethane). Solvent: O (water). Conditions: temperature 80 celsius. Yields the product C(C)(=O)NC=1SC(=CC1C#N)C1=CC=C(C=C1)C#N (2-Acetylamino-3-cyano-5-(4-cyanophenyl)thiophene). Isolated yield 86.2%. RXN SMILES: [C:1]([NH:4][C:5]1[S:6][C:7](Br)=[CH:8][C:9]=1[C:10]#[N:11])(=[O:3])[CH3:2].[C:13]([C:15]1[CH:20]=[CH:19][C:18](B(O)O)=[CH:17][CH:16]=1)#[N:14].C(=O)([O-])[O-].[K+].[K+].C(COC)OC>O>[C:1]([NH:4][C:5]1[S:6][C:7]([C:18]2[CH:19]=[CH:20][C:15]([C:13]#[N:14])=[CH:16][CH:17]=2)=[CH:8][C:9]=1[C:10]#[N:11])(=[O:3])[CH3:2] |f:2.3.4|. Procedure details: 2-Acetylamino-5-bromo-3-cyanothiophene (500 mg), 4-cyanophenylboronic acid (360 mg) and potassium carbonate (845 mg) were added to dimethoxyethane (15 ml) and water (2 ml) and the system purged with argon for 15 minutes. Tetrakis(triphenylphosphine)palladium(0) (236 mg) was added and the mixture heated at 80° C. for 3.25 h. The mixture was cooled, concentrated under reduced pressure to remove most of the dimethoxymethane, dichloromethane added and the mixture filtered to give the product as a pa... The reactants are CO, COC(=O)CCc1c(N2CCCC(C=O)C2)nc2cc(CCc3nc(C(C)C)cs3)ccn2c1=O, Cl, [Li+], C1CCOC1, [OH-], O, O. Yields the product CC(C)c1csc(CCc2ccn3c(=O)c(CCC(=O)O)c(N4CCCC(C=O)C4)nc3c2)n1. RXN SMILES: [CH3:40][OH:41].[CH:1](=[O:2])[CH:3]1[CH2:4][N:5]([c:9]2[n:10][c:11]3[n:12]([c:13](=[O:21])[c:14]2[CH2:15][CH2:16][C:17](=[O:18])[O:19][CH3:20])[cH:22][cH:23][c:24]([CH2:26][CH2:27][c:28]2[s:29][cH:30][c:31]([CH:33]([CH3:34])[CH3:35])[n:32]2)[cH:25]3)[CH2:6][CH2:7][CH2:8]1.[ClH:39].[Li+:38].[O:42]1[CH2:43][CH2:44][CH2:45][CH2:46]1.[OH-:37].[OH2:36].[OH2:47]>>[CH:1](=[O:2])[CH:3]1[CH2:4][N:5]([c:9]2[n:10][c:11]3[n:12]([c:13](=[O:21])[c:14]2[CH2:15][CH2:16][C:17](=[O:18])[OH:19])[cH:22][cH:23][c:24]([CH2:26][CH2:27][c:28]2[s:29][cH:30][c:31]([CH:33]([CH3:34])[CH3:35])[n:32]2)[cH:25]3)[CH2:6][CH2:7][CH2:8]1. Reactants: FC1=CC=C(C#N)C=C1 (4-fluorobenzonitrile), C(C)N (ethylamine). Product: C(C)NC1=CC=C(C#N)C=C1 (4-Ethylaminobenzonitrile). Reaction SMILES: F[C:2]1[CH:9]=[CH:8][C:5]([C:6]#[N:7])=[CH:4][CH:3]=1.[CH2:10]([NH2:12])[CH3:11]>>[CH2:10]([NH:12][C:2]1[CH:9]=[CH:8][C:5]([C:6]#[N:7])=[CH:4][CH:3]=1)[CH3:11]. Reported procedure: According to a similar manner to that in Reference Example 1, the title compound was synthesized from 4-fluorobenzonitrile and 70% aqueous ethylamine solution. The reactants are COC(=O)Cc1ccc(C)c(OCCc2nc(-c3ccc(Br)cc3)oc2C)c1, CCCC[Sn](CCCC)(CCCC)c1ccccn1, [Cl-], [Li+], C1COCCO1, O, c1ccc(P(c2ccccc2)(c2ccccc2)[Pd](P(c2ccccc2)(c2ccccc2)c2ccccc2)(P(c2ccccc2)(c2ccccc2)c2ccccc2)P(c2ccccc2)(c2ccccc2)c2ccccc2)cc1. The product is COC(=O)Cc1ccc(C)c(OCCc2nc(-c3ccc(-c4ccccn4)cc3)oc2C)c1. RXN SMILES: [Br:1][c:2]1[cH:3][cH:4][c:5](-[c:8]2[o:9][c:10]([CH3:28])[c:11]([CH2:13][CH2:14][O:15][c:16]3[cH:17][c:18]([CH2:23][C:24](=[O:25])[O:26][CH3:27])[cH:19][cH:20][c:21]3[CH3:22])[n:12]2)[cH:6][cH:7]1.[CH2:29]([Sn:30]([CH2:31][CH2:32][CH2:33][CH3:40])([c:34]1[n:35][cH:36][cH:37][cH:38][cH:39]1)[CH2:41][CH2:42][CH2:43][CH3:44])[CH2:45][CH2:46][CH3:47].[Cl-:49].[Li+:48].[O:50]1[CH2:51][CH2:52][O:53][CH2:54][CH2:55]1.[OH2:56].[cH:57]1[cH:58][cH:59][c:60]([P:61]([Pd:62]([P:63]([c:64]2[cH:65][cH:66][cH:67][cH:68][cH:69]2)([c:70]2[cH:71][cH:72][cH:73][cH:74][cH:75]2)[c:76]2[cH:77][cH:78][cH:79][cH:80][cH:81]2)([P:82]([c:83]2[cH:84][cH:85][cH:86][cH:87][cH:88]2)([c:89]2[cH:90][cH:91][cH:92][cH:93][cH:94]2)[c:95]2[cH:96][cH:97][cH:98][cH:99][cH:100]2)[P:101]([c:102]2[cH:103][cH:104][cH:105][cH:106][cH:107]2)([c:108]2[cH:109][cH:110][cH:111][cH:112][cH:113]2)[c:114]2[cH:115][cH:116][cH:117][cH:118][cH:119]2)([c:120]2[cH:121][cH:122][cH:123][cH:124][cH:125]2)[c:126]2[cH:127][cH:128][cH:129][cH:130][cH:131]2)[cH:132][cH:133]1>>[c:2]1(-[c:34]2[n:35][cH:36][cH:37][cH:38][cH:39]2)[cH:3][cH:4][c:5](-[c:8]2[o:9][c:10]([CH3:28])[c:11]([CH2:13][CH2:14][O:15][c:16]3[cH:17][c:18]([CH2:23][C:24](=[O:25])[O:26][CH3:27])[cH:19][cH:20][c:21]3[CH3:22])[n:12]2)[cH:6][cH:7]1. The reactants are ClC=1C=C(C=CC1Cl)CCCC1=CC=C(C=C1)N (4-[3-(3,4-dichlorophenyl)propyl]-phenylamine), COC(C1=C(C=CC=C1)Br)=O (2-bromobenzoic acid methyl ester), C([O-])([O-])=O.[Cs+].[Cs+] (cesium carbonate), dibenzylideneacetone-dipaladium(0). Reagents/catalysts: C1(=CC=C(C=C1)P(C1=CC=C(C=C1)C)C1=C(C2=CC=CC=C2C=C1)C1=CC=CC2=CC=CC=C12)C (di-p-tolylphosphino-1,1′-binaphthyl), [Pd] (Pd). Run in C1(=CC=CC=C1)C (toluene). Yields the product COC(C1=C(C=CC=C1)NC1=CC=C(C=C1)CCCC1=CC(=C(C=C1)Cl)Cl)=O (2-{4-[3-(3,4-Dichlorophenyl)propyl]phenylamino}-benzoic acid methyl ester). Yield: 82.6%. RXN SMILES: [Cl:1][C:2]1[CH:3]=[C:4]([CH2:9][CH2:10][CH2:11][C:12]2[CH:17]=[CH:16][C:15]([NH2:18])=[CH:14][CH:13]=2)[CH:5]=[CH:6][C:7]=1[Cl:8].[CH3:19][O:20][C:21](=[O:29])[C:22]1[CH:27]=[CH:26][CH:25]=[CH:24][C:23]=1Br.C(=O)([O-])[O-].[Cs+].[Cs+]>C1(C)C=CC=CC=1.[Pd].C1(C)C=CC(P(C2C=CC3C(=CC=CC=3)C=2C2C3C(=CC=CC=3)C=CC=2)C2C=CC(C)=CC=2)=CC=1>[CH3:19][O:20][C:21](=[O:29])[C:22]1[CH:27]=[CH:26][CH:25]=[CH:24][C:23]=1[NH:18][C:15]1[CH:14]=[CH:13][C:12]([CH2:11][CH2:10][CH2:9][C:4]2[CH:5]=[CH:6][C:7]([Cl:8])=[C:2]([Cl:1])[CH:3]=2)=[CH:17][CH:16]=1 |f:2.3.4|. Procedure details: The title compound was prepared from 4-[3-(3,4-dichlorophenyl)propyl]-phenylamine (600 mg, 2.14 mmol), 2-bromobenzoic acid methyl ester (380 mg, 1.78 mmol), cesium carbonate (812 mg, 2.49 mmol), tris(dibenzylideneacetone-dipaladium(0) (49 mg, 0.053 mmol) and (S)-2,2′-bis(di-p-tolylphosphino-1,1′-binaphthyl (98%, (S)-tol-BINAP) (54 mg, 0.080 mmol) (Ligand/Pd=1.5) in anhydrous toluene (15 mL) using the procedure described in Example 2, Step C. This procedure yielded an yellow oil, 0.61 g (1.47 mmo... Starting materials: CCO, Cc1n[nH]c2cccc(Oc3ccc([N+](=O)[O-])cc3F)c12, NN, O. Product: Cc1n[nH]c2cccc(Oc3ccc(N)cc3F)c12. RXN SMILES: [CH3:25][CH2:26][OH:27].[F:1][c:2]1[c:3]([O:4][c:5]2[c:6]3[c:7]([CH3:14])[n:8][nH:9][c:10]3[cH:11][cH:12][cH:13]2)[cH:15][cH:16][c:17]([N+:19]([O-:20])=[O:21])[cH:18]1.[NH2:23][NH2:24].[OH2:22]>>[F:1][c:2]1[c:3]([O:4][c:5]2[c:6]3[c:7]([CH3:14])[n:8][nH:9][c:10]3[cH:11][cH:12][cH:13]2)[cH:15][cH:16][c:17]([NH2:19])[cH:18]1. Reactants: [BH3-]C#N, C=CCN1CC(C)N(C(c2cccc(O)c2)c2cccc(C(=O)N3CCC(=O)CC3)c2)CC1C, CCO, Cl, [K+], CCOC(=O)CCCN, [Na+], [OH-]. Yields the product C=CCN1CC(C)N(C(c2cccc(O)c2)c2cccc(C(=O)N3CCC(NCCCC(=O)OCC)CC3)c2)CC1C. As a reaction SMILES: [C:47]([BH3-:48])#[N:49].[CH2:1]([CH:2]=[CH2:3])[N:4]1[CH2:5][CH:6]([CH3:34])[N:7]([CH:11]([c:12]2[cH:13][c:14]([C:15](=[O:16])[N:17]3[CH2:18][CH2:19][C:20](=[O:23])[CH2:21][CH2:22]3)[cH:24][cH:25][cH:26]2)[c:27]2[cH:28][c:29]([OH:33])[cH:30][cH:31][cH:32]2)[CH2:8][CH:9]1[CH3:10].[CH3:51][CH2:52][OH:53].[ClH:35].[K+:46].[NH2:36][CH2:37][CH2:38][CH2:39][C:40](=[O:41])[O:42][CH2:43][CH3:44].[Na+:50].[OH-:45]>>[CH2:1]([CH:2]=[CH2:3])[N:4]1[CH2:5][CH:6]([CH3:34])[N:7]([CH:11]([c:12]2[cH:13][c:14]([C:15](=[O:16])[N:17]3[CH2:18][CH2:19][CH:20]([NH:36][CH2:37][CH2:38][CH2:39][C:40](=[O:41])[O:42][CH2:43][CH3:44])[CH2:21][CH2:22]3)[cH:24][cH:25][cH:26]2)[c:27]2[cH:28][c:29]([OH:33])[cH:30][cH:31][cH:32]2)[CH2:8][CH:9]1[CH3:10]. The reactants are ClC1=C(C=C(C=C1)C1(N(C(SC1)=NC1=CC=CC=C1)C)O)S(N)(=O)=O (4-(4-chloro-3-sulfamoylphenyl)-3-methyl-2-phenyliminothiazolidin-4-ol), Cl (hydrogen chloride). The solvent is C(C)(=O)OCC (ethyl acetate), CCOCC (ether), CC(=O)C (acetone). Run at time 2 hour. Product: Cl.ClC1=C(C=C(C=C1)C1(N(C(SC1)=NC1=CC=CC=C1)C)O)S(N)(=O)=O (4-(4-Chloro-3-sulfamoylphenyl)-3-methyl-2-phenylimino-thiazolidin-4-ol hydrochloride). Reaction SMILES: [Cl:1][C:2]1[CH:7]=[CH:6][C:5]([C:8]2([OH:21])[CH2:12][S:11][C:10](=[N:13][C:14]3[CH:19]=[CH:18][CH:17]=[CH:16][CH:15]=3)[N:9]2[CH3:20])=[CH:4][C:3]=1[S:22](=[O:25])(=[O:24])[NH2:23].Cl>CC(C)=O.C(OCC)(=O)C.CCOCC>[ClH:1].[Cl:1][C:2]1[CH:7]=[CH:6][C:5]([C:8]2([OH:21])[CH2:12][S:11][C:10](=[N:13][C:14]3[CH:15]=[CH:16][CH:17]=[CH:18][CH:19]=3)[N:9]2[CH3:20])=[CH:4][C:3]=1[S:22](=[O:24])(=[O:25])[NH2:23] |f:5.6|. Procedure: 4 g (0.01 mole) of 4-(4-chloro-3-sulfamoylphenyl)-3-methyl-2-phenyliminothiazolidin-4-ol in 50 ml of acetone, ethyl acetate or ether are acidified with ethereal hydrogen chloride solution and, after stirring at room temperature for 1 to 3 hours, the crystals are filtered off. Melting point 179° C. (with decomposition). Reactants: FC1=CC=C(C=C1)C1=C(C(=O)OC)C=CC(=C1)O (methyl 2-(4-fluorophenyl)-4-hydroxybenzoate), N1(C=NC=C1)CC(O)C1=CC=C(C=C1)F (2-(imidazol-1-yl)-1-(4-fluorophenyl)ethanol), 2-methylimidazol-1-yl 1-(4-fluorophenyl/ethoxy]-2-(4-fluorophenethyl)benzoate. Product: N1(C=NC=C1)CC(OC1=CC(=C(C(=O)OC)C=C1)C1=CC=C(C=C1)F)C1=CC=C(C=C1)F (Methyl 4-[2-(imidazol-1-yl)-1-(4-fluorophenyl)ethoxy]-2-(4-fluorophenyl)benzoate). Reaction SMILES: [F:1][C:2]1[CH:7]=[CH:6][C:5]([C:8]2[CH:17]=[C:16]([OH:18])[CH:15]=[CH:14][C:9]=2[C:10]([O:12][CH3:13])=[O:11])=[CH:4][CH:3]=1.[N:19]1([CH2:24][CH:25]([C:27]2[CH:32]=[CH:31][C:30]([F:33])=[CH:29][CH:28]=2)O)[CH:23]=[CH:22][N:21]=[CH:20]1>>[N:19]1([CH2:24][CH:25]([C:27]2[CH:32]=[CH:31][C:30]([F:33])=[CH:29][CH:28]=2)[O:18][C:16]2[CH:15]=[CH:14][C:9]([C:10]([O:12][CH3:13])=[O:11])=[C:8]([C:5]3[CH:6]=[CH:7][C:2]([F:1])=[CH:3][CH:4]=3)[CH:17]=2)[CH:23]=[CH:22][N:21]=[CH:20]1. Reported procedure: Methyl 4-[2-(imidazol-1-yl)-1-(4-fluorophenyl)ethoxy]-2-(4-fluorophenyl)benzoate was prepared from methyl 2-(4-fluorophenyl)-4-hydroxybenzoate and 2-(imidazol-1-yl)-1-(4-fluorophenyl)ethanol using the Mitsunobu reaction as described for the preparation of methyl 5-[2-(2-methylimidazol-1-yl 1-(4-fluorophenyl/ethoxy]-2-(4-fluorophenethyl)benzoate.